Dataset: the Open Reaction Database (ORD), a public repository of structured organic reaction records. Task: describe an organic reaction: reactants, conditions, products, and yield Starting materials: Cc1ccsc1C, CC(=O)Cl, Cl[Sn](Cl)(Cl)Cl, c1ccccc1. Yields the product CC(=O)c1cc(C)c(C)s1. As a reaction SMILES: [CH3:1][c:2]1[s:3][cH:4][cH:5][c:6]1[CH3:7].[CH3:8][C:9]([Cl:10])=[O:11].[Sn:12]([Cl:13])([Cl:14])([Cl:15])[Cl:16].[cH:17]1[cH:18][cH:19][cH:20][cH:21][cH:22]1>>[CH3:1][c:2]1[s:3][c:4]([C:9]([CH3:8])=[O:11])[cH:5][c:6]1[CH3:7].